Dataset: the Open Reaction Database (ORD), a public repository of structured organic reaction records. Task: describe an organic reaction: reactants, conditions, products, and yield The reactants are COC1=CC=C(CNC(=O)C2(C3=CC=CC=C3C=3C=CC=CC23)CCCCBr)C=C1 (9-(4-bromo-butyl)-9H-fluorene-9-carboxylic acid-4-methoxy-benzylamide), ClC1=C2C=CC(=NC2=CC=C1)N1C[C@H](N[C@H](C1)C)C (5-chloro-2-(cis-3,5-dimethyl-piperazin-1-yl)-quinoline). Product: COC1=CC=C(CNC(=O)C2(C3=CC=CC=C3C=3C=CC=CC23)CCCCN2[C@H](CN(C[C@H]2C)C2=NC3=CC=CC(=C3C=C2)Cl)C)C=C1 (9-{4-[4-(5-chloro-quinolin-2-yl)-cis-2,6-dimethyl-piperazin-1-yl]-butyl}-9H-fluorene-9-carboxylic acid-4-methoxy-benzylamide). RXN SMILES: [CH3:1][O:2][C:3]1[CH:30]=[CH:29][C:6]([CH2:7][NH:8][C:9]([C:11]2([CH2:24][CH2:25][CH2:26][CH2:27]Br)[C:23]3[CH:22]=[CH:21][CH:20]=[CH:19][C:18]=3[C:17]3[C:12]2=[CH:13][CH:14]=[CH:15][CH:16]=3)=[O:10])=[CH:5][CH:4]=1.[Cl:31][C:32]1[CH:41]=[CH:40][CH:39]=[C:38]2[C:33]=1[CH:34]=[CH:35][C:36]([N:42]1[CH2:47][C@H:46]([CH3:48])[NH:45][C@H:44]([CH3:49])[CH2:43]1)=[N:37]2>>[CH3:1][O:2][C:3]1[CH:30]=[CH:29][C:6]([CH2:7][NH:8][C:9]([C:11]2([CH2:24][CH2:25][CH2:26][CH2:27][N:45]3[C@H:46]([CH3:48])[CH2:47][N:42]([C:36]4[CH:35]=[CH:34][C:33]5[C:38](=[CH:39][CH:40]=[CH:41][C:32]=5[Cl:31])[N:37]=4)[CH2:43][C@@H:44]3[CH3:49])[C:23]3[CH:22]=[CH:21][CH:20]=[CH:19][C:18]=3[C:17]3[C:12]2=[CH:13][CH:14]=[CH:15][CH:16]=3)=[O:10])=[CH:5][CH:4]=1. Procedure: Prepared analogously to Example 2 from 9-(4-bromo-butyl)-9H-fluorene-9-carboxylic acid-4-methoxy-benzylamide and 5-chloro-2-(cis-3,5-dimethyl-piperazin-1-yl)-quinoline.